From a dataset of the Open Reaction Database (ORD), a public repository of structured organic reaction records. describe an organic reaction: reactants, conditions, products, and yield Reactants: C(C)(=O)OCC (ethyl acetate), C(C)B(C1=CC=NC=C1)CC (diethyl(pyrid-4-yl)borane), BrC1=CC=CC=2OCCOC21 (5-bromo-2,3-dihydro[1,4]-benzodioxine), [OH-].[K+] (KOH). The reagents and catalysts are [Br-].C(CCC)[N+](CCCC)(CCCC)CCCC (tetrabutylammonium bromide), C=1C=CC(=CC1)[P](C=2C=CC=CC2)(C=3C=CC=CC3)[Pd]([P](C=4C=CC=CC4)(C=5C=CC=CC5)C=6C=CC=CC6)([P](C=7C=CC=CC7)(C=8C=CC=CC8)C=9C=CC=CC9)[P](C=1C=CC=CC1)(C=1C=CC=CC1)C=1C=CC=CC1 (tetrakis(triphenylphosphine)palladium). Solvent: O1CCCC1 (tetrahydrofuran). Yields the product O1CCOC2=C1C=CC=C2C2=CC=NC=C2 (4-(2,3-Dihydro[1,4]benzodioxin-5-yl)pyridine). Reaction SMILES: C(B(CC)[C:4]1[CH:9]=[CH:8][N:7]=[CH:6][CH:5]=1)C.Br[C:13]1[C:22]2[O:21][CH2:20][CH2:19][O:18][C:17]=2[CH:16]=[CH:15][CH:14]=1.[OH-].[K+].C(OCC)(=O)C>[Br-].C([N+](CCCC)(CCCC)CCCC)CCC.O1CCCC1.C1C=CC([P]([Pd]([P](C2C=CC=CC=2)(C2C=CC=CC=2)C2C=CC=CC=2)([P](C2C=CC=CC=2)(C2C=CC=CC=2)C2C=CC=CC=2)[P](C2C=CC=CC=2)(C2C=CC=CC=2)C2C=CC=CC=2)(C2C=CC=CC=2)C2C=CC=CC=2)=CC=1>[O:18]1[C:17]2[CH:16]=[CH:15][CH:14]=[C:13]([C:4]3[CH:5]=[CH:6][N:7]=[CH:8][CH:9]=3)[C:22]=2[O:21][CH2:20][CH2:19]1 |f:2.3,5.6,^1:57,59,78,97|. Procedure details: 14.7 mmol of diethyl(pyrid-4-yl)borane, 22 mmol of 5-bromo-2,3-dihydro[1,4]-benzodioxine, 44.1 mol of KOH in powder form, 7.4 mmol of tetrabutylammonium bromide and 0.74 mmol of tetrakis(triphenylphosphine)palladium in 75 ml of tetrahydrofuran are mixed at room temperature, and the mixture is then refluxed for 24 hours. 225 ml of ethyl acetate are added and the mixture is washed with a saturated sodium chloride solution. Drying is carried out over MgSO4, followed by evaporation and purification ... The reactants are CC(C)(C)OC(=O)N1CCC(n2ncc3c(Cl)ncnc32)CC1, Cc1nc(-n2cncn2)ccc1N, CC(C)(C)[O-], CN(C)C=O, [Na+], CC(=O)[O-], CC(=O)[O-], [Pd+2]. The product is Cc1nc(-n2cncn2)ccc1Nc1ncnc2c1cnn2C1CCN(C(=O)OC(C)(C)C)CC1. As a reaction SMILES: [C:1]([CH3:2])([CH3:3])([CH3:4])[O:5][C:6](=[O:7])[N:8]1[CH2:9][CH2:10][CH:11]([n:14]2[n:15][cH:16][c:17]3[c:18]2[n:19][cH:20][n:21][c:22]3[Cl:23])[CH2:12][CH2:13]1.[CH3:24][c:25]1[n:26][c:27](-[n:32]2[n:33][cH:34][n:35][cH:36]2)[cH:28][cH:29][c:30]1[NH2:31].[CH3:37][C:38]([CH3:39])([O-:40])[CH3:41].[CH3:43][N:44]([CH3:45])[CH:46]=[O:47].[Na+:42].[O-:49][C:50]([CH3:51])=[O:52].[O-:53][C:54]([CH3:55])=[O:56].[Pd+2:48]>>[C:1]([CH3:2])([CH3:3])([CH3:4])[O:5][C:6](=[O:7])[N:8]1[CH2:9][CH2:10][CH:11]([n:14]2[n:15][cH:16][c:17]3[c:18]2[n:19][cH:20][n:21][c:22]3[NH:31][c:30]2[c:25]([CH3:24])[n:26][c:27](-[n:32]3[n:33][cH:34][n:35][cH:36]3)[cH:28][cH:29]2)[CH2:12][CH2:13]1. The product is CCOC(=O)c1scnc1NN. RXN SMILES: [CH2:1]([CH3:2])[O:3][C:4](=[O:5])[c:6]1[c:7]([NH2:11])[n:8][cH:9][s:10]1.[Cl-:16].[ClH:17].[N:12]([O-:13])=[O:14].[Na+:15]>>[CH2:1]([CH3:2])[O:3][C:4](=[O:5])[c:6]1[c:7]([NH:11][NH2:12])[n:8][cH:9][s:10]1. Starting materials: CCOC(=O)c1scnc1N, [Cl-], Cl, O=N[O-], [Na+]. Starting materials: FC(CO)(C(F)F)F (2,2,3,3-tetrafluoropropanol), C(OC)(OC)=O (dimethyl carbonate). The reagents and catalysts are C[O-].[Na+].CO (sodium methoxide methanol). Conditions: temperature 120 celsius. Yields the product C(OC)(OCC(C(F)F)(F)F)=O (methyl 2,2,3,3-tetrafluoropropyl carbonate). Yield: 48.5%. Reaction SMILES: [F:1][C:2]([F:8])([CH:5]([F:7])[F:6])[CH2:3][OH:4].[C:9](=O)([O:12]C)[O:10][CH3:11]>C[O-].[Na+].CO>[C:9](=[O:12])([O:4][CH2:3][C:2]([F:8])([F:1])[CH:5]([F:7])[F:6])[O:10][CH3:11] |f:2.3.4|. Procedure: In a flask (500-ml volume) equipped with 10 distillation columns, 2,2,3,3-tetrafluoropropanol (100 g, 0.76 mol), dimethyl carbonate (205 g, 2.3 mol) and a 28% sodium methoxide/methanol solution (1.4 g) were charged. The flask was heated to 120° C. to allow the starting materials to react for 10 hours while removing the methanol from the distillation columns by evaporation. After allowing the mixture to cool to room temperature, an aqueous solution of ammonium chloride was added to the mixture an... Reactants: FC1=CC=C(C=C1)NC1=NC=NC(=C1)NC (N-(4-fluoro-phenyl)-N′-methyl-pyrimidine-4,6-diamine), ClC=1C=C(C=CC1)N=C=O (3-chlorophenyl isocyanate). Product: ClC=1C=C(C=CC1)NC(N(C)C1=NC=NC(=C1)NC1=CC=C(C=C1)F)=O (3-(3-Chloro-Phenyl)-1-[6-(4-fluoro-phenylamino)-pyrimidin-4-yl]-1-methyl-urea). As a reaction SMILES: [F:1][C:2]1[CH:7]=[CH:6][C:5]([NH:8][C:9]2[CH:14]=[C:13]([NH:15][CH3:16])[N:12]=[CH:11][N:10]=2)=[CH:4][CH:3]=1.[Cl:17][C:18]1[CH:19]=[C:20]([N:24]=[C:25]=[O:26])[CH:21]=[CH:22][CH:23]=1>>[Cl:17][C:18]1[CH:19]=[C:20]([NH:24][C:25](=[O:26])[N:15]([C:13]2[CH:14]=[C:9]([NH:8][C:5]3[CH:6]=[CH:7][C:2]([F:1])=[CH:3][CH:4]=3)[N:10]=[CH:11][N:12]=2)[CH3:16])[CH:21]=[CH:22][CH:23]=1. Procedure details: The title compound is prepared analogously as described in Example 121 from N-(4-fluoro-phenyl)-N′-methyl-pyrimidine-4,6-diamine and 3-chlorophenyl isocyanate. The reactants are C1CCC2=NCCCN2CC1, CO, CC(C)c1cc(C(=O)C[P+](c2ccccc2)(c2ccccc2)c2ccccc2)ccc1OCC(=O)Nc1nc2ccccc2s1, [Cl-]. The product is CC(C)c1cc(C(=O)C=P(c2ccccc2)(c2ccccc2)c2ccccc2)ccc1OCC(=O)Nc1nc2ccccc2s1. Reaction SMILES: [CH2:47]1[CH2:48][CH2:49][C:50]2=[N:55][CH2:54][CH2:53][CH2:52][N:51]2[CH2:56][CH2:57]1.[CH3:58][OH:59].[CH:2]([CH3:3])([CH3:4])[c:5]1[cH:6][c:7]([C:8](=[O:9])[CH2:10][P+:11]([c:12]2[cH:13][cH:14][cH:15][cH:16][cH:17]2)([c:18]2[cH:19][cH:20][cH:21][cH:22][cH:23]2)[c:24]2[cH:25][cH:26][cH:27][cH:28][cH:29]2)[cH:30][cH:31][c:32]1[O:33][CH2:34][C:35](=[O:36])[NH:37][c:38]1[s:39][c:40]2[c:41]([n:42]1)[cH:43][cH:44][cH:45][cH:46]2.[Cl-:1]>>[CH:2]([CH3:3])([CH3:4])[c:5]1[cH:6][c:7]([C:8](=[O:9])[CH:10]=[P:11]([c:12]2[cH:13][cH:14][cH:15][cH:16][cH:17]2)([c:18]2[cH:19][cH:20][cH:21][cH:22][cH:23]2)[c:24]2[cH:25][cH:26][cH:27][cH:28][cH:29]2)[cH:30][cH:31][c:32]1[O:33][CH2:34][C:35](=[O:36])[NH:37][c:38]1[s:39][c:40]2[c:41]([n:42]1)[cH:43][cH:44][cH:45][cH:46]2. The reactants are OB(O)c1ccc(Br)nc1, O=C([O-])[O-], Ic1ccccc1, [Na+], [Na+], CN(C)C=O, c1ccc(P(c2ccccc2)(c2ccccc2)[Pd](P(c2ccccc2)(c2ccccc2)c2ccccc2)(P(c2ccccc2)(c2ccccc2)c2ccccc2)P(c2ccccc2)(c2ccccc2)c2ccccc2)cc1. The product is Brc1ccc(-c2ccccc2)cn1. Reaction SMILES: [Br:14][c:15]1[n:16][cH:17][c:18]([B:21]([OH:22])[OH:23])[cH:19][cH:20]1.[C:1](=[O:2])([O-:3])[O-:4].[I:7][c:8]1[cH:9][cH:10][cH:11][cH:12][cH:13]1.[Na+:5].[Na+:6].[O:24]=[CH:25][N:26]([CH3:27])[CH3:28].[cH:29]1[cH:30][cH:31][c:32]([P:33]([Pd:34]([P:35]([c:36]2[cH:37][cH:38][cH:39][cH:40][cH:41]2)([c:42]2[cH:43][cH:44][cH:45][cH:46][cH:47]2)[c:48]2[cH:49][cH:50][cH:51][cH:52][cH:53]2)([P:54]([c:55]2[cH:56][cH:57][cH:58][cH:59][cH:60]2)([c:61]2[cH:62][cH:63][cH:64][cH:65][cH:66]2)[c:67]2[cH:68][cH:69][cH:70][cH:71][cH:72]2)[P:73]([c:74]2[cH:75][cH:76][cH:77][cH:78][cH:79]2)([c:80]2[cH:81][cH:82][cH:83][cH:84][cH:85]2)[c:86]2[cH:87][cH:88][cH:89][cH:90][cH:91]2)([c:92]2[cH:93][cH:94][cH:95][cH:96][cH:97]2)[c:98]2[cH:99][cH:100][cH:101][cH:102][cH:103]2)[cH:104][cH:105]1>>[c:8]1(-[c:18]2[cH:17][n:16][c:15]([Br:14])[cH:20][cH:19]2)[cH:9][cH:10][cH:11][cH:12][cH:13]1. The reactants are O1C=NC2=C1C=C(C=C2)OC[C@H](C)NC(C)=O (N-((2S)-1-(1,3-benzoxazol-6-yloxy)propan-2-yl)acetamide), BrC=1C=C(C(=NC1)OCC1CC1)F (5-bromo-2-(cyclopropylmethoxy)-3-fluoropyridine). Product: C1(CC1)COC1=C(C=C(C=N1)C=1OC2=C(N1)C=CC(=C2)OC[C@H](C)NC(C)=O)F (N-((2S)-1-((2-(6-(cyclopropylmethoxy)-5-fluoropyridin-3-yl)-1,3-benzoxazol-6-yl)oxy)propan-2-yl)acetamide). Reaction SMILES: [O:1]1[C:5]2[CH:6]=[C:7]([O:10][CH2:11][C@@H:12]([NH:14][C:15](=[O:17])[CH3:16])[CH3:13])[CH:8]=[CH:9][C:4]=2[N:3]=[CH:2]1.Br[C:19]1[CH:20]=[C:21]([F:30])[C:22]([O:25][CH2:26][CH:27]2[CH2:29][CH2:28]2)=[N:23][CH:24]=1>>[CH:27]1([CH2:26][O:25][C:22]2[N:23]=[CH:24][C:19]([C:2]3[O:1][C:5]4[CH:6]=[C:7]([O:10][CH2:11][C@@H:12]([NH:14][C:15](=[O:17])[CH3:16])[CH3:13])[CH:8]=[CH:9][C:4]=4[N:3]=3)=[CH:20][C:21]=2[F:30])[CH2:28][CH2:29]1. Procedure: Using N-((2S)-1-(1,3-benzoxazol-6-yloxy)propan-2-yl)acetamide and 5-bromo-2-(cyclopropylmethoxy)-3-fluoropyridine, and in the same manner as in Step B of Example 22, the title compound was obtained. Reactants: Nc1ncc(Br)nc1Br, CC#N, CCN(C(C)C)C(C)C, CC(N)c1c(F)cc2ncccc2c1F. The product is CC(Nc1nc(Br)cnc1N)c1c(F)cc2ncccc2c1F. As a reaction SMILES: [Br:16][c:17]1[c:18]([NH2:24])[n:19][cH:20][c:21]([Br:23])[n:22]1.[CH3:34][C:35]#[N:36].[CH:25]([N:26]([CH2:27][CH3:28])[CH:29]([CH3:30])[CH3:31])([CH3:32])[CH3:33].[F:1][c:2]1[c:3]2[cH:4][cH:5][cH:6][n:7][c:8]2[cH:9][c:10]([F:15])[c:11]1[CH:12]([CH3:13])[NH2:14]>>[F:1][c:2]1[c:3]2[cH:4][cH:5][cH:6][n:7][c:8]2[cH:9][c:10]([F:15])[c:11]1[CH:12]([CH3:13])[NH:14][c:17]1[c:18]([NH2:24])[n:19][cH:20][c:21]([Br:23])[n:22]1. The reactants are BrC1=CC(=C(C(=C1)C)O)C (4-Bromo-2,6-dimethylphenol), O1C=C(C=C1)B(O)O (3-furanylboronic acid), C([O-])([O-])=O.[Na+].[Na+] (sodium carbonate), O (water). Reagents/catalysts: C1=CC=C(C=C1)P([C-]2C=CC=C2)C3=CC=CC=C3.C1=CC=C(C=C1)P([C-]2C=CC=C2)C3=CC=CC=C3.Cl[Pd]Cl.[Fe+2] (Pd(dppf)Cl2). Run in COCCOC (DME). Reaction conditions: temperature 120 celsius, time 20 minute. Yields the product O1C=C(C=C1)C1=CC(=C(C(=C1)C)O)C (4-(furan-3-yl)-2,6-dimethylphenol). The yield is 68.7%. As a reaction SMILES: Br[C:2]1[CH:7]=[C:6]([CH3:8])[C:5]([OH:9])=[C:4]([CH3:10])[CH:3]=1.[O:11]1[CH:15]=[CH:14][C:13](B(O)O)=[CH:12]1.C(=O)([O-])[O-].[Na+].[Na+].O>COCCOC.C1C=CC(P(C2C=CC=CC=2)[C-]2C=CC=C2)=CC=1.C1C=CC(P(C2C=CC=CC=2)[C-]2C=CC=C2)=CC=1.Cl[Pd]Cl.[Fe+2]>[O:11]1[CH:15]=[CH:14][C:13]([C:2]2[CH:7]=[C:6]([CH3:8])[C:5]([OH:9])=[C:4]([CH3:10])[CH:3]=2)=[CH:12]1 |f:2.3.4,7.8.9.10|. Procedure details: 4-Bromo-2,6-dimethylphenol (350 mg, 1.74 mmol), 3-furanylboronic acid (269 mg, 2.26 mmol), Pd(dppf)Cl2 (71 mg, 0.087 mmol) and sodium carbonate (553 mg, 5.22 mmol) were dissolved in DME:water=4 mL:2 mL, followed by stirring in microwave at 120° C. for 20 minutes. After the completion of the reaction, the reaction mixture was filtered using Celite. The obtained filtrate was extracted with ethyl acetate, dried over magnesium sulfate, and purified by column chromatography (hexane:ethyl acetate=9:1)...